From a dataset of the Open Reaction Database (ORD), a public repository of structured organic reaction records. describe an organic reaction: reactants, conditions, products, and yield Starting materials: ClC=1C=C(C=CC1OC)C(C#N)NC1=CC=C(C=C1)S(N)(=O)=O (α-(3-chloro-4-methoxyphenyl)-α-(4-sulfamoylanilino)acetonitrile), O=CC(C)=C (methacrolein). The product is ClC=1C=C(C=CC1OC)C=1N(C=C(C1)C)C1=CC=C(C=C1)S(N)(=O)=O (2-(3-Chloro-4-methoxyphenyl)-4-methyl-1-(4-sulfamoylphenyl)pyrrole), powder. The yield is 37.0%. Reaction SMILES: [Cl:1][C:2]1[CH:3]=[C:4]([CH:10]([NH:13][C:14]2[CH:19]=[CH:18][C:17]([S:20](=[O:23])(=[O:22])[NH2:21])=[CH:16][CH:15]=2)[C:11]#N)[CH:5]=[CH:6][C:7]=1[O:8][CH3:9].O=[CH:25][C:26](=C)[CH3:27]>>[Cl:1][C:2]1[CH:3]=[C:4]([C:10]2[N:13]([C:14]3[CH:19]=[CH:18][C:17]([S:20](=[O:23])(=[O:22])[NH2:21])=[CH:16][CH:15]=3)[CH:25]=[C:26]([CH3:27])[CH:11]=2)[CH:5]=[CH:6][C:7]=1[O:8][CH3:9]. Reported procedure: Following a procedure similar to that described in Example 1(iii), but using α-(3-chloro-4-methoxyphenyl)-α-(4-sulfamoylanilino)acetonitrile [prepared as described in step (ii) above] and methacrolein as starting materials, the title compound was obtained as a slightly yellow powder (yield 37%), melting at 160-163° C. Reactants: FC1=C(C=C(C=C1)[N+](=O)[O-])C=1C=NC=CC1 (3-(2-fluoro-5-nitrophenyl)pyridine), [H][H] (hydrogen). Reagents/catalysts: O=[Pt]=O (PtO2). Solvent: CCO (EtOH), CCOC(=O)C (EtOAc). Yields the product FC1=C(C=C(C=C1)N)C=1C=NC=CC1 (3-(2-fluoro-5-aminophenyl)pyridine). Isolated yield 100.0%. As a reaction SMILES: [F:1][C:2]1[CH:7]=[CH:6][C:5]([N+:8]([O-])=O)=[CH:4][C:3]=1[C:11]1[CH:12]=[N:13][CH:14]=[CH:15][CH:16]=1.[H][H]>CCO.CCOC(C)=O.O=[Pt]=O>[F:1][C:2]1[CH:7]=[CH:6][C:5]([NH2:8])=[CH:4][C:3]=1[C:11]1[CH:12]=[N:13][CH:14]=[CH:15][CH:16]=1. Procedure details: A suspension of 3-(2-fluoro-5-nitrophenyl)pyridine (26 g, 119 mmol) in EtOH (200 ml) and EtOAc (200 ml) was treated with PtO2 (1.35 g, 6 mmol) then exposed to 50 psi hydrogen until uptake ceased (circa 3 hours). The reaction was filtered through glass-microfibre filter paper and concentrated to gave 3-(2-fluoro-5-aminophenyl)pyridine (22.4 g) as a dark oil which solidified on standing: δH (360 MHz, CDCl3) 3.65 (2H, s), 6.65-6.72 (2H, m), 6.99 (1H, dd, J 9 and 9), 7.33-7.37 (1H, m), 7.84-7.86 (1H... Reactants: C(C)(C)(C)OC(=O)N1CC(C1)=CC1=CC=2N=C(N=C(C2S1)N1CCOCC1)Cl (3-(2-chloro-4-morpholin-4-ylthieno[3,2-d]pyrimidin-6-ylmethylene)azetidine-1-carboxylic acid tert-butyl ester), C(C)C=1NC2=C(N1)C=CC=C2 (2-ethylbenzimidazole), CC(C)C1=CC(=C(C(=C1)C(C)C)C2=C(C=CC=C2)P(C3CCCCC3)C4CCCCC4)C(C)C (XPhos), C(=O)([O-])[O-].[Cs+].[Cs+] (Cs2CO3). Reagents/catalysts: C=1C=CC(=CC1)/C=C/C(=O)/C=C/C2=CC=CC=C2.C=1C=CC(=CC1)/C=C/C(=O)/C=C/C2=CC=CC=C2.C=1C=CC(=CC1)/C=C/C(=O)/C=C/C2=CC=CC=C2.[Pd].[Pd] (tris(dibenzylideneacetone)dipalladium). Solvent: O1CCOCC1 (dioxane). Reaction conditions: temperature 110 celsius. Product: C(C)(C)(C)OC(=O)N1CC(C1)=CC1=CC=2N=C(N=C(C2S1)N1CCOCC1)N1C(=NC2=C1C=CC=C2)CC (3-[2-(2-Ethylbenzoimidazol-1-yl)-4-morpholin-4-ylthieno[3,2-d]pyrimidin-6-ylmethylene]azetidine-1-carboxylic acid tert-butyl ester). The yield is 112.2%. Reaction SMILES: [C:1]([O:5][C:6]([N:8]1[CH2:11][C:10](=[CH:12][C:13]2[S:21][C:20]3[C:19]([N:22]4[CH2:27][CH2:26][O:25][CH2:24][CH2:23]4)=[N:18][C:17](Cl)=[N:16][C:15]=3[CH:14]=2)[CH2:9]1)=[O:7])([CH3:4])([CH3:3])[CH3:2].[CH2:29]([C:31]1[NH:32][C:33]2[CH:39]=[CH:38][CH:37]=[CH:36][C:34]=2[N:35]=1)[CH3:30].CC(C1C=C(C(C)C)C(C2C=CC=CC=2P(C2CCCCC2)C2CCCCC2)=C(C(C)C)C=1)C.C([O-])([O-])=O.[Cs+].[Cs+]>O1CCOCC1.C1C=CC(/C=C/C(/C=C/C2C=CC=CC=2)=O)=CC=1.C1C=CC(/C=C/C(/C=C/C2C=CC=CC=2)=O)=CC=1.C1C=CC(/C=C/C(/C=C/C2C=CC=CC=2)=O)=CC=1.[Pd].[Pd]>[C:1]([O:5][C:6]([N:8]1[CH2:11][C:10](=[CH:12][C:13]2[S:21][C:20]3[C:19]([N:22]4[CH2:27][CH2:26][O:25][CH2:24][CH2:23]4)=[N:18][C:17]([N:32]4[C:33]5[CH:39]=[CH:38][CH:37]=[CH:36][C:34]=5[N:35]=[C:31]4[CH2:29][CH3:30])=[N:16][C:15]=3[CH:14]=2)[CH2:9]1)=[O:7])([CH3:4])([CH3:3])[CH3:2] |f:3.4.5,7.8.9.10.11|. Reported procedure: A mixture of 3-(2-chloro-4-morpholin-4-ylthieno[3,2-d]pyrimidin-6-ylmethylene)azetidine-1-carboxylic acid tert-butyl ester (1.1 g, 2.51 mmol), 2-ethylbenzimidazole (400 mg, 2.74 mmol), tris(dibenzylideneacetone)dipalladium (115 mg, 0.13 mmol), XPhos (240 mg, 0.50 mmol) and Cs2CO3 (1.25 g, 3.84 mmol) in dioxane (25 mL) was purged with argon then heated at 110° C. for 16 h. The reaction mixture was filtered through Celite®, washing with DCM, and the filtrate concentrated in vacuo. The resulting re... The reactants are CC(C)(C)[Si](OCc1ccc(CC(=O)O)cn1)(c1ccccc1)c1ccccc1, CCN=C=NCCCN(C)C, CCOC(C)=O, ClCCl, Cl, CC(C)(C)c1cnc(CSc2cnc(N)s2)o1, Cc1cccc(C)n1. Yields the product CC(C)(C)c1cnc(CSc2cnc(NC(=O)Cc3ccc(CO[Si](c4ccccc4)(c4ccccc4)C(C)(C)C)nc3)s2)o1. Reaction SMILES: [C:1]([CH3:2])([CH3:3])([CH3:4])[Si:5]([O:6][CH2:7][c:8]1[cH:9][cH:10][c:11]([CH2:14][C:15](=[O:16])[OH:17])[cH:12][n:13]1)([c:18]1[cH:19][cH:20][cH:21][cH:22][cH:23]1)[c:24]1[cH:25][cH:26][cH:27][cH:28][cH:29]1.[CH3:56][N:57]([CH3:58])[CH2:59][CH2:60][CH2:61][N:62]=[C:63]=[N:64][CH2:65][CH3:66].[CH3:67][CH2:68][O:69][C:70](=[O:71])[CH3:72].[Cl:73][CH2:74][Cl:75].[ClH:55].[NH2:30][c:31]1[s:32][c:33]([S:36][CH2:37][c:38]2[o:39][c:40]([C:43]([CH3:44])([CH3:45])[CH3:46])[cH:41][n:42]2)[cH:34][n:35]1.[n:47]1[c:48]([CH3:49])[cH:50][cH:51][cH:52][c:53]1[CH3:54]>>[C:1]([CH3:2])([CH3:3])([CH3:4])[Si:5]([O:6][CH2:7][c:8]1[cH:9][cH:10][c:11]([CH2:14][C:15](=[O:17])[NH:30][c:31]2[s:32][c:33]([S:36][CH2:37][c:38]3[o:39][c:40]([C:43]([CH3:44])([CH3:45])[CH3:46])[cH:41][n:42]3)[cH:34][n:35]2)[cH:12][n:13]1)([c:18]1[cH:19][cH:20][cH:21][cH:22][cH:23]1)[c:24]1[cH:25][cH:26][cH:27][cH:28][cH:29]1.